Dataset: the Open Reaction Database (ORD), a public repository of structured organic reaction records. Task: describe an organic reaction: reactants, conditions, products, and yield Starting materials: FC(OC1=CC=C(C=C1)N1C(C2(CC1)CC(NCC2)=O)=O)(F)F (2-(4-trifluoromethoxy-phenyl)-2,8-diaza-spiro[4.5]decane-1,7-dione), FC(OC1=CC=C(C=C1)N1C(C2(CC1)CC(NCC2)=O)=O)(F)F (2-(4-trifluoromethoxy-phenyl)-2,8-diaza-spiro[4.5]decane-1,7-dione), CC(CC(=O)Cl)(C)C (3,3-dimethyl-butyryl chloride). Product: CC(CC(=O)N1C(CC2(CCN(C2=O)C2=CC=C(C=C2)OC(F)(F)F)CC1)=O)(C)C (8-(3,3-Dimethyl-butyryl)-2-(4-trifluoromethoxy-phenyl)-2,8-diaza-spiro[4.5]decane-1,7-dione). Procedure details: This material was prepared as a white solid in analogy to example 3 from 2-(4-trifluoromethoxy-phenyl)-2,8-diaza-spiro[4.5]decane-1,7-dione, product of example 1 step D), and 3,3-dimethyl-butyryl chloride. MS (ESI): 427.1 (MH+). As a reaction SMILES: [F:1][C:2]([F:23])([F:22])[O:3][C:4]1[CH:9]=[CH:8][C:7]([N:10]2[CH2:14][CH2:13][C:12]3([CH2:19][CH2:18][NH:17][C:16](=[O:20])[CH2:15]3)[C:11]2=[O:21])=[CH:6][CH:5]=1.[CH3:24][C:25]([CH3:31])([CH3:30])[CH2:26][C:27](Cl)=[O:28]>>[CH3:24][C:25]([CH3:31])([CH3:30])[CH2:26][C:27]([N:17]1[CH2:18][CH2:19][C:12]2([C:11](=[O:21])[N:10]([C:7]3[CH:8]=[CH:9][C:4]([O:3][C:2]([F:1])([F:22])[F:23])=[CH:5][CH:6]=3)[CH2:14][CH2:13]2)[CH2:15][C:16]1=[O:20])=[O:28]. Procedure: To 160 ml of methanol cooled to -10° C. was dropwise added 46.4 ml of thionyl chloride while stirring. To the solution was added a mixture of 24 g of 2,3-dimethyl benzoic acid and 1 ml of DMF, and the mixture was stirred at room temperature for 4 days. After concentration, the residue was dissolved in ether. The solution was washed with water, 5% sodium carbonate, and water in this order. The solvent was evaporated and the residue was purified by vacuum distillation to obtain 25.1 g of methyl 2,... The product is CC1=C(C(=O)OC)C=CC=C1C (methyl 2,3-dimethylbenzoate). Run in CN(C)C=O (DMF). Starting materials: CO (methanol), S(=O)(Cl)Cl (thionyl chloride), CC1=C(C(=O)O)C=CC=C1C (2,3-dimethyl benzoic acid). Reaction SMILES: [CH3:1]O.S(Cl)(Cl)=O.[CH3:7][C:8]1[C:16]([CH3:17])=[CH:15][CH:14]=[CH:13][C:9]=1[C:10]([OH:12])=[O:11]>CN(C=O)C>[CH3:7][C:8]1[C:16]([CH3:17])=[CH:15][CH:14]=[CH:13][C:9]=1[C:10]([O:12][CH3:1])=[O:11]. Reactants: CC1=CC=C(C(=O)Cl)C=C1 (4-methylbenzoyl chloride), COC1=CC=C(C=C1)C1=CC2=C(S1)C=C(C=C2)OC (2-(4-methoxyphenyl)-6-methoxybenzo[b]thiophene), [Al+3].[Cl-].[Cl-].[Cl-] (AlCl3). Yields the product COC1=CC=C(C=C1)C1=C(C2=C(S1)C=C(C=C2)OC)C(=O)C2=CC=C(C=C2)C ([2-(4-Methoxyphenyl)-6-methoxybezo[b]thien-3-yl][4-methylphenyl]methanone). Isolated yield 66.1%. RXN SMILES: [CH3:1][C:2]1[CH:10]=[CH:9][C:5]([C:6](Cl)=[O:7])=[CH:4][CH:3]=1.[CH3:11][O:12][C:13]1[CH:18]=[CH:17][C:16]([C:19]2[S:23][C:22]3[CH:24]=[C:25]([O:28][CH3:29])[CH:26]=[CH:27][C:21]=3[CH:20]=2)=[CH:15][CH:14]=1.[Al+3].[Cl-].[Cl-].[Cl-]>>[CH3:11][O:12][C:13]1[CH:18]=[CH:17][C:16]([C:19]2[S:23][C:22]3[CH:24]=[C:25]([O:28][CH3:29])[CH:26]=[CH:27][C:21]=3[C:20]=2[C:6]([C:5]2[CH:9]=[CH:10][C:2]([CH3:1])=[CH:3][CH:4]=2)=[O:7])=[CH:15][CH:14]=1 |f:2.3.4.5|. Procedure details: In a manner similar to that used in Preparation 3, 2.32 g (15 mmol) of 4-methylbenzoyl chloride, 2 g (7.4 mmol) of 2-(4-methoxyphenyl)-6-methoxybenzo[b]thiophene, and 5.3 g (40 mmol) of AlCl3 were converted to 1.9 g of the title compound, crystallized from Et2O and isolated as a light yellow powder. Starting materials: F[B-](F)(F)F, COC(=O)C(Cc1cccc(C#N)c1)C1CCCN1, CCOC(C)=O, CCN(C(C)C)C(C)C, Cl, CN(C)C=O, O=C(O)c1ccc(-c2ccccc2)cc1, CN(C)C(On1nnc2ccccc21)=[N+](C)C. Product: COC(=O)C(Cc1cccc(C#N)c1)C1CCCN1C(=O)c1ccc(-c2ccccc2)cc1. RXN SMILES: [B-:44]([F:45])([F:46])([F:47])[F:48].[CH3:1][O:2][C:3]([CH:4]([CH2:5][c:6]1[cH:7][c:8]([C:12]#[N:13])[cH:9][cH:10][cH:11]1)[CH:14]1[NH:15][CH2:16][CH2:17][CH2:18]1)=[O:19].[CH3:72][CH2:73][O:74][C:75](=[O:76])[CH3:77].[CH:35]([N:36]([CH:37]([CH3:38])[CH3:39])[CH2:40][CH3:41])([CH3:42])[CH3:43].[ClH:66].[O:67]=[CH:68][N:69]([CH3:70])[CH3:71].[c:20]1(-[c:29]2[cH:30][cH:31][cH:32][cH:33][cH:34]2)[cH:21][cH:22][c:23]([C:26](=[O:27])[OH:28])[cH:24][cH:25]1.[n:49]1([O:50][C:51]([N:52]([CH3:53])[CH3:54])=[N+:55]([CH3:56])[CH3:57])[c:58]2[cH:59][cH:60][cH:61][cH:62][c:63]2[n:64][n:65]1>>[CH3:1][O:2][C:3]([CH:4]([CH2:5][c:6]1[cH:7][c:8]([C:12]#[N:13])[cH:9][cH:10][cH:11]1)[CH:14]1[N:15]([C:26]([c:23]2[cH:22][cH:21][c:20](-[c:29]3[cH:30][cH:31][cH:32][cH:33][cH:34]3)[cH:25][cH:24]2)=[O:27])[CH2:16][CH2:17][CH2:18]1)=[O:19]. Product: ClC1=CC(=C(C#N)C(=C1)Cl)N (4,6-dichloro-2-aminobenzonitrile), ClC1=C2C(N3C(=NC2=CC(=C1)Cl)C=CC=C3)=N (1,3-dichloro-11H-pyrido[2,1-b]quinazolin-11-imine). As a reaction SMILES: ClC1C=C(Cl)C(N)=C([N+]([O-])=O)C=1.S(=O)(=O)(O)O.C([Cu])#N.[C-]#N.[K+].[N+:24]([C:27]1[CH:34]=[C:33]([Cl:35])[CH:32]=[C:31]([Cl:36])[C:28]=1[C:29]#[N:30])([O-])=O.[Cl:37][C:38]1[CH:45]=[C:44]([Cl:46])[C:41]([C:42]#[N:43])=[C:40]([NH2:47])[CH:39]=1.Cl[C:49]1[CH:54]=[CH:53][CH:52]=[CH:51][N:50]=1>ClC1C=CC=CC=1.C(Cl)(Cl)Cl.CO>[Cl:35][C:33]1[CH:32]=[C:31]([Cl:36])[C:28]([C:29]#[N:30])=[C:27]([NH2:24])[CH:34]=1.[Cl:46][C:44]1[CH:45]=[C:38]([Cl:37])[CH:39]=[C:40]2[C:41]=1[C:42](=[NH:43])[N:50]1[CH:51]=[CH:52][CH:53]=[CH:54][C:49]1=[N:47]2 |f:2.3.4,9.10|. Reactants: ClC1=CC(=C(N)C(=C1)Cl)[N+](=O)[O-] (4,6-dichloro-2-nitroaniline), S(O)(O)(=O)=O (sulfuric acid), C(#N)[Cu].[C-]#N.[K+] (CuCN KCN), [N+](=O)([O-])C1=C(C#N)C(=CC(=C1)Cl)Cl (2-nitro-4,6-dichlorobenzonitrile), stannous chloride, ClC1=CC(=C(C#N)C(=C1)Cl)N (4,6-dichloro-2-aminobenzonitrile), ClC1=NC=CC=C1 (2-chloropyridine). The solvent is C(Cl)(Cl)Cl.CO (chloroform methanol), ClC1=CC=CC=C1 (chlorobenzene). Procedure details: Ten grams of 4,6-dichloro-2-nitroaniline (Aldrich Chemical Co.) was dissolved in 100 mL of anhydrous diethyl ether and cooled in an ice bath so that the internal temperature was between 5° C.-10° C. throughout the reaction. To this yellow solution was added 15 mL of 60% aqueous tetrafluoroboric acid (Aldrich Chemical Co.) and to this vigorously stirred solution was added in small portions 18 g of solid nitrosylsulfuric acid over a period of 4 hours. Then 10 mL of absolute ethanol was added and t... The product is COc2ccc(c1ccccc1)c3ccccc23. The reagents and catalysts are PCy3. Run at temperature 130 celsius, time 24 hour. Reactants: OB(O)c1ccccc1 (effective_coupling_partner), COc1ccc(OC(=O)OC(C)(C)C)c2ccccc12 (substrate).